Dataset: the Open Reaction Database (ORD), a public repository of structured organic reaction records. Task: describe an organic reaction: reactants, conditions, products, and yield Starting materials: COC1=CC=C(NC(=O)CNC2CCN(CC2)CCCC(=O)C2=CC=CC=C2)C=C1 (4-p-Methoxyanilinocarbonylmethylamino-1-(4 -phenyl-4-oxobutyl)-piperidine), Cl.N1=CC=CC=C1 (pyridine hydrochloride). Yields the product OC1=CC=C(NC(=O)CNC2CCN(CC2)CCCC(=O)C2=CC=CC=C2)C=C1 (4-p-Hydroxyanilinocarbonylmethylamino-1-(4-phenyl-4-oxobutyl) piperidine). As a reaction SMILES: C[O:2][C:3]1[CH:30]=[CH:29][C:6]([NH:7][C:8]([CH2:10][NH:11][CH:12]2[CH2:17][CH2:16][N:15]([CH2:18][CH2:19][CH2:20][C:21]([C:23]3[CH:28]=[CH:27][CH:26]=[CH:25][CH:24]=3)=[O:22])[CH2:14][CH2:13]2)=[O:9])=[CH:5][CH:4]=1.Cl.N1C=CC=CC=1>>[OH:2][C:3]1[CH:4]=[CH:5][C:6]([NH:7][C:8]([CH2:10][NH:11][CH:12]2[CH2:13][CH2:14][N:15]([CH2:18][CH2:19][CH2:20][C:21]([C:23]3[CH:24]=[CH:25][CH:26]=[CH:27][CH:28]=3)=[O:22])[CH2:16][CH2:17]2)=[O:9])=[CH:29][CH:30]=1 |f:1.2|. Procedure details: 4-p-Methoxyanilinocarbonylmethylamino-1-(4 -phenyl-4-oxobutyl)-piperidine may be reacted with pyridine hydrochloride to give the title compound. Yields the product O=C(O)CN1C(=O)C(Cc2c[nH]c3ccccc23)c2nnc(-c3ccccc3)n2-c2ccccc21. RXN SMILES: [C:1]([CH3:2])([CH3:3])([CH3:4])[O:5][C:6]([CH2:7][N:8]1[c:9]2[c:10]([cH:35][cH:36][cH:37][cH:38]2)-[n:11]2[c:12](-[c:29]3[cH:30][cH:31][cH:32][cH:33][cH:34]3)[n:13][n:14][c:15]2[CH:16]([CH2:19][c:20]2[cH:21][nH:22][c:23]3[cH:24][cH:25][cH:26][cH:27][c:28]23)[C:17]1=[O:18])=[O:39].[Cl:47][CH2:48][Cl:49].[F:40][C:41]([F:42])([F:43])[C:44]([OH:45])=[O:46]>>[O:5]=[C:6]([CH2:7][N:8]1[c:9]2[c:10]([cH:35][cH:36][cH:37][cH:38]2)-[n:11]2[c:12](-[c:29]3[cH:30][cH:31][cH:32][cH:33][cH:34]3)[n:13][n:14][c:15]2[CH:16]([CH2:19][c:20]2[cH:21][nH:22][c:23]3[cH:24][cH:25][cH:26][cH:27][c:28]23)[C:17]1=[O:18])[OH:39]. Starting materials: CC(C)(C)OC(=O)CN1C(=O)C(Cc2c[nH]c3ccccc23)c2nnc(-c3ccccc3)n2-c2ccccc21, ClCCl, O=C(O)C(F)(F)F. The reactants are COCC1=C(C(=O)OC)C(c2ccc(F)c(F)c2)NC(OC)=N1, CN(C)c1ccncc1, O=C(Cl)Oc1ccc([N+](=O)[O-])cc1, ClCCl. Yields the product COCC1=C(C(=O)OC)C(c2ccc(F)c(F)c2)N(C(=O)Oc2ccc([N+](=O)[O-])cc2)C(OC)=N1. Reaction SMILES: [CH3:1][O:2][C:3](=[O:4])[C:5]1=[C:6]([CH2:21][O:22][CH3:23])[N:7]=[C:8]([O:19][CH3:20])[NH:9][CH:10]1[c:11]1[cH:12][c:13]([F:18])[c:14]([F:17])[cH:15][cH:16]1.[CH3:37][N:38]([c:39]1[cH:40][cH:41][n:42][cH:43][cH:44]1)[CH3:45].[Cl:24][C:25](=[O:26])[O:27][c:28]1[cH:29][cH:30][c:31]([N+:34](=[O:35])[O-:36])[cH:32][cH:33]1.[Cl:46][CH2:47][Cl:48]>>[CH3:1][O:2][C:3](=[O:4])[C:5]1=[C:6]([CH2:21][O:22][CH3:23])[N:7]=[C:8]([O:19][CH3:20])[N:9]([C:25](=[O:26])[O:27][c:28]2[cH:29][cH:30][c:31]([N+:34](=[O:35])[O-:36])[cH:32][cH:33]2)[CH:10]1[c:11]1[cH:12][c:13]([F:18])[c:14]([F:17])[cH:15][cH:16]1. The reactants are ClCc1ccc(Cl)cc1Cl, OC(CNc1ccc(Cl)c(Cl)c1)Cn1ccnc1. The product is Clc1ccc(COC(CNc2ccc(Cl)c(Cl)c2)Cn2ccnc2)c(Cl)c1. As a reaction SMILES: [Cl:19][c:20]1[c:21]([CH2:22][Cl:23])[cH:24][cH:25][c:26]([Cl:28])[cH:27]1.[Cl:1][c:2]1[cH:3][c:4]([NH:5][CH2:6][CH:7]([CH2:8][n:9]2[cH:10][n:11][cH:12][cH:13]2)[OH:14])[cH:15][cH:16][c:17]1[Cl:18]>>[Cl:1][c:2]1[cH:3][c:4]([NH:5][CH2:6][CH:7]([CH2:8][n:9]2[cH:10][n:11][cH:12][cH:13]2)[O:14][CH2:22][c:21]2[c:20]([Cl:19])[cH:27][c:26]([Cl:28])[cH:25][cH:24]2)[cH:15][cH:16][c:17]1[Cl:18]. The reactants are Brc1ccc(N2CCNCC2)cc1, CC(=O)O, CC(C)=O. The product is CC(C)N1CCN(c2ccc(Br)cc2)CC1. As a reaction SMILES: [Br:1][c:2]1[cH:3][cH:4][c:5]([N:8]2[CH2:9][CH2:10][NH:11][CH2:12][CH2:13]2)[cH:6][cH:7]1.[C:18]([OH:19])(=[O:20])[CH3:21].[CH3:14][C:15]([CH3:16])=[O:17]>>[Br:1][c:2]1[cH:3][cH:4][c:5]([N:8]2[CH2:9][CH2:10][N:11]([CH:15]([CH3:14])[CH3:16])[CH2:12][CH2:13]2)[cH:6][cH:7]1. The reactants are OC1CN(CCC1C1=CC=C(C=C1)CCOC(C1=CC=CC=C1)(C1=CC=CC=C1)C1=CC=CC=C1)C(=O)OC(C)(C)C (tert-butyl (3RS,4RS)-3-hydroxy-4-[4-(2-trityloxy-ethyl)-phenyl]-piperidine-1-carboxylate), BrCC1=CC2=CC=CC=C2C=C1 (2-bromomethylnaphthalene). Yields the product C1=C(C=CC2=CC=CC=C12)COC1CN(CCC1C1=CC=C(C=C1)CCOC(C1=CC=CC=C1)(C1=CC=CC=C1)C1=CC=CC=C1)C(=O)OC(C)(C)C (tert-butyl (3RS,4RS)-3-(naphthalen-2-ylmethoxy)-4-[4-(2-trityloxy-ethyl)-phenyl]-piperidine-1-carboxylate). Reaction SMILES: [OH:1][CH:2]1[CH:7]([C:8]2[CH:13]=[CH:12][C:11]([CH2:14][CH2:15][O:16][C:17]([C:30]3[CH:35]=[CH:34][CH:33]=[CH:32][CH:31]=3)([C:24]3[CH:29]=[CH:28][CH:27]=[CH:26][CH:25]=3)[C:18]3[CH:23]=[CH:22][CH:21]=[CH:20][CH:19]=3)=[CH:10][CH:9]=2)[CH2:6][CH2:5][N:4]([C:36]([O:38][C:39]([CH3:42])([CH3:41])[CH3:40])=[O:37])[CH2:3]1.Br[CH2:44][C:45]1[CH:54]=[CH:53][C:52]2[C:47](=[CH:48][CH:49]=[CH:50][CH:51]=2)[CH:46]=1>>[CH:46]1[C:47]2[C:52](=[CH:51][CH:50]=[CH:49][CH:48]=2)[CH:53]=[CH:54][C:45]=1[CH2:44][O:1][CH:2]1[CH:7]([C:8]2[CH:13]=[CH:12][C:11]([CH2:14][CH2:15][O:16][C:17]([C:18]3[CH:23]=[CH:22][CH:21]=[CH:20][CH:19]=3)([C:24]3[CH:25]=[CH:26][CH:27]=[CH:28][CH:29]=3)[C:30]3[CH:31]=[CH:32][CH:33]=[CH:34][CH:35]=3)=[CH:10][CH:9]=2)[CH2:6][CH2:5][N:4]([C:36]([O:38][C:39]([CH3:42])([CH3:41])[CH3:40])=[O:37])[CH2:3]1. Procedure details: In an analogous manner to that described in Example 22(i), from tert-butyl (3RS,4RS)-3-hydroxy-4-[4-(2-trityloxy-ethyl)-phenyl]-piperidine-1-carboxylate by alkylation with 2-bromomethylnaphthalene there was obtained tert-butyl (3RS,4RS)-3-(naphthalen-2-ylmethoxy)-4-[4-(2-trityloxy-ethyl)-phenyl]-piperidine-1-carboxylate as a colourless oil; MS: 721 (M+H)+.